This data is from the Open Reaction Database (ORD), a public repository of structured organic reaction records. The task is: describe an organic reaction: reactants, conditions, products, and yield Reactants: CN(N=CC=C(C(=O)C1=CC=CC=C1)C1=CC=CC=C1)C (4-dimethylhydrazono-1,2-diphenyl-2-buten-1-one), S(=O)([O-])S(=O)[O-].[Na+].[Na+] (sodium hydrosulfite), ice water. Run in C(C)O (ethanol), O (water). The product is C1(=CC=CC=C1)C=1NC=CC1C1=CC=CC=C1 (2,3-Diphenylpyrrole). As a reaction SMILES: CN(C)[N:3]=[CH:4][CH:5]=[C:6]([C:15]1[CH:20]=[CH:19][CH:18]=[CH:17][CH:16]=1)[C:7]([C:9]1[CH:14]=[CH:13][CH:12]=[CH:11][CH:10]=1)=O.S(S([O-])=O)([O-])=O.[Na+].[Na+]>C(O)C.O>[C:9]1([C:7]2[NH:3][CH:4]=[CH:5][C:6]=2[C:15]2[CH:20]=[CH:19][CH:18]=[CH:17][CH:16]=2)[CH:14]=[CH:13][CH:12]=[CH:11][CH:10]=1 |f:1.2.3|. Procedure: A mixture of 3.1 g (0.011 mole) of 4-dimethylhydrazono-1,2-diphenyl-2-buten-1-one, 11.2 g (0.064 mole) sodium hydrosulfite in 75 ml ethanol and 37.5 ml water was heated at reflux for three hours. The mixture was cooled and poured into 300 ml ice water. The white crystalline produce was collected, washed with water and air dried to give 1.9 g (79%), m.p. 130°-1°, identical to produce obtained via the decarboxylation, Method A. Starting materials: CCO, Cc1cc(C=O)ccc1C(=O)NCc1ccccn1, Cl, O, NO. Product: Cc1cc(C=NO)ccc1C(=O)NCc1ccccn1. Reaction SMILES: [CH3:23][CH2:24][OH:25].[CH:1](=[O:2])[c:3]1[cH:4][c:5]([CH3:19])[c:6]([C:7](=[O:8])[NH:9][CH2:10][c:11]2[n:12][cH:13][cH:14][cH:15][cH:16]2)[cH:17][cH:18]1.[ClH:20].[OH2:26].[OH:21][NH2:22]>>[CH:1]([c:3]1[cH:4][c:5]([CH3:19])[c:6]([C:7](=[O:8])[NH:9][CH2:10][c:11]2[n:12][cH:13][cH:14][cH:15][cH:16]2)[cH:17][cH:18]1)=[N:22][OH:21]. Starting materials: N(=NC(=O)N1CCCCC1)C(=O)N1CCCCC1 (1,1′-(azodicarbonyl)dipiperidine), C(C)C1=NC2=C(N1C)C=C(C=C2)N2C(C=C(C=C2)O)=O (1-(2-ethyl-1-methyl-1H-benzimidazol-6-yl)-4-hydroxypyridin-2(1H)-one), ClC1=CC(=CS1)CO ((5-chloro-3-thienyl)methanol), C(CCC)P(CCCC)CCCC (tributylphosphine). The solvent is C1CCOC1 (THF). Reaction conditions: temperature 60 celsius, time 2 hour. The product is ClC1=CC(=CS1)COC1=CC(N(C=C1)C=1C=CC2=C(N(C(=N2)CC)C)C1)=O (4-[(5-Chlorothiophen-3-yl)methoxy]-1-(2-ethyl-1-methyl-1H-benzimidazol-6-yl)pyridin-2(1H)-one). Isolated yield 48.1%. As a reaction SMILES: [CH2:1]([C:3]1[N:7]([CH3:8])[C:6]2[CH:9]=[C:10]([N:13]3[CH:18]=[CH:17][C:16]([OH:19])=[CH:15][C:14]3=[O:20])[CH:11]=[CH:12][C:5]=2[N:4]=1)[CH3:2].[Cl:21][C:22]1[S:26][CH:25]=[C:24]([CH2:27]O)[CH:23]=1.C(P(CCCC)CCCC)CCC.N(C(N1CCCCC1)=O)=NC(N1CCCCC1)=O>C1COCC1>[Cl:21][C:22]1[S:26][CH:25]=[C:24]([CH2:27][O:19][C:16]2[CH:17]=[CH:18][N:13]([C:10]3[CH:11]=[CH:12][C:5]4[N:4]=[C:3]([CH2:1][CH3:2])[N:7]([CH3:8])[C:6]=4[CH:9]=3)[C:14](=[O:20])[CH:15]=2)[CH:23]=1. Procedure details: To a mixture of 1-(2-ethyl-1-methyl-1H-benzimidazol-6-yl)-4-hydroxypyridin-2(1H)-one (126 mg), (5-chloro-3-thienyl)methanol (139 mg) and tributylphosphine (0.347 ml) in THF (8 ml) was added 1,1′-(azodicarbonyl)dipiperidine (354 mg), and the mixture was stirred at 60° C. for 2 h. The reaction mixture was partitioned between EtOAc and water, and the organic layer was washed with brine, dried MgSO4, and concentrated in vacuo. The residue was purified by NH silica gel column chromatography (hexane/E... The reactants are Wittig reagent, C1(=CC=CC=C1)P(C1=CC=CC=C1)C1=CC=CC=C1 (triphenylphosphine), BrCC(=O)OCC (ethyl bromoacetate), C(=O)(OCC)C=P(C1=CC=CC=C1)(C1=CC=CC=C1)C1=CC=CC=C1 ((carboethoxymethylene)triphenylphosphorane), C(=O)C1=C2N(C(N(C1=O)CCC)=O)CCS2 (8-formyl-6-propyl-2,3-dihydro-5H-thiazolo[3,2-c]pyrimidine-5,7(6H)-dione). The solvent is C(Cl)Cl (methylene chloride). Product: O=C1N(C(C(=C2N1CCS2)/C=C/C(=O)OCC)=O)CCC (Ethyl(E)-3-(5,7-dioxo-6-propyl-2,3,6,7-tetrahydro-5H-thiazolo[3,2-c]pyrimidine-8-yl)acrylate). Isolated yield 78.7%. Reaction SMILES: C1(P(C2C=CC=CC=2)C2C=CC=CC=2)C=CC=CC=1.Br[CH2:21][C:22]([O:24][CH2:25][CH3:26])=[O:23].C(C=P(C1C=CC=CC=1)(C1C=CC=CC=1)C1C=CC=CC=1)(OCC)=O.[CH:52]([C:54]1[C:59](=[O:60])[N:58]([CH2:61][CH2:62][CH3:63])[C:57](=[O:64])[N:56]2[CH2:65][CH2:66][S:67][C:55]=12)=O>C(Cl)Cl>[O:64]=[C:57]1[N:56]2[CH2:65][CH2:66][S:67][C:55]2=[C:54](/[CH:52]=[CH:21]/[C:22]([O:24][CH2:25][CH3:26])=[O:23])[C:59](=[O:60])[N:58]1[CH2:61][CH2:62][CH3:63]. Reported procedure: A solution of the Wittig reagent prepared from triphenylphosphine (5.3 g) and ethyl bromoacetate (3.4 g), (carboethoxymethylene)triphenylphosphorane (6 g) and 8-formyl-6-propyl-2,3-dihydro-5H-thiazolo[3,2-c]pyrimidine-5,7(6H)-dione (3.76 g) in methylene chloride (15 ml) was refluxed in for 7 hours. The reaction solution was concentrated to dryness. The resulting residue was purified by column chromatography on silica gel. The resulting crude crystals were recrystallized from methylene chloride -... Reactants: CCOC(C)=O, CCO, CC(C)CN(CC(C)C)C(=O)C(C)(C)c1ccc([N+](=O)[O-])c(NCCCN(C)C)c1. Yields the product CC(C)CN(CC(C)C)C(=O)C(C)(C)c1ccc(N)c(NCCCN(C)C)c1. As a reaction SMILES: [C:34]([O:35][CH2:36][CH3:37])(=[O:38])[CH3:39].[CH2:31]([OH:32])[CH3:33].[CH3:1][N:2]([CH2:3][CH2:4][CH2:5][NH:6][c:7]1[cH:8][c:9]([C:16]([C:17](=[O:18])[N:19]([CH2:20][CH:21]([CH3:22])[CH3:23])[CH2:24][CH:25]([CH3:26])[CH3:27])([CH3:28])[CH3:29])[cH:10][cH:11][c:12]1[N+:13]([O-:14])=[O:15])[CH3:30]>>[CH3:1][N:2]([CH2:3][CH2:4][CH2:5][NH:6][c:7]1[cH:8][c:9]([C:16]([C:17](=[O:18])[N:19]([CH2:20][CH:21]([CH3:22])[CH3:23])[CH2:24][CH:25]([CH3:26])[CH3:27])([CH3:28])[CH3:29])[cH:10][cH:11][c:12]1[NH2:13])[CH3:30]. Reported procedure: (E)-4-methyl-N-(3-(1-methyl-1H-tetrazol-5-ylthio)-4-oxonaphthalen-1(4H)-ylidene)benzenesulfonamide (13ad) was prepared according to the procedure for 13x except using 12i, affording 81.8 mg (96.1%) title compound as a yellow solid. Reactants: CN1N=NN=C1SC1=C/C(/C2=CC=CC=C2C1=O)=N\S(=O)(=O)C1=CC=C(C=C1)C1=CC=CC=C1 ((E)-N-(3-(1-methyl-1H-tetrazol-5-ylthio)-4-oxonaphthalen-1(4H)-ylidene)biphenyl-4-sulfonamide), ClC1=C/C(/C2=CC=CC=C2C1=O)=N\S(=O)(=O)C1=CC=C(C=C1)C ((E)-N-(3-chloro-4-oxonaphthalen-1(4H)-ylidene)-4-methylbenzenesulfonamide). Isolated yield 96.1%. Reaction SMILES: [CH3:1][N:2]1[C:6]([S:7][C:8]2[C:17](=[O:18])[C:16]3[C:11](=[CH:12][CH:13]=[CH:14][CH:15]=3)/[C:10](=[N:19]/[S:20]([C:23]3[CH:28]=[CH:27][C:26]([C:29]4[CH:34]=[CH:33][CH:32]=[CH:31][CH:30]=4)=[CH:25][CH:24]=3)(=[O:22])=[O:21])/[CH:9]=2)=[N:5][N:4]=[N:3]1.ClC1C(=O)C2C(=CC=CC=2)/C(=N/S(C2C=CC(C)=CC=2)(=O)=O)/C=1>>[CH3:29][C:26]1[CH:27]=[CH:28][C:23]([S:20](/[N:19]=[C:10]2\[CH:9]=[C:8]([S:7][C:6]3[N:2]([CH3:1])[N:3]=[N:4][N:5]=3)[C:17](=[O:18])[C:16]3[C:11]\2=[CH:12][CH:13]=[CH:14][CH:15]=3)(=[O:21])=[O:22])=[CH:24][CH:25]=1.[CH3:1][N:2]1[C:6]([S:7][C:8]2[C:17](=[O:18])[C:16]3[C:11](=[CH:12][CH:13]=[CH:14][CH:15]=3)/[C:10](=[N:19]/[S:20]([C:23]3[CH:28]=[CH:27][C:26]([C:29]4[CH:34]=[CH:33][CH:32]=[CH:31][CH:30]=4)=[CH:25][CH:24]=3)(=[O:21])=[O:22])/[CH:9]=2)=[N:5][N:4]=[N:3]1. Product: CC1=CC=C(C=C1)S(=O)(=O)/N=C/1\C=C(C(C2=CC=CC=C12)=O)SC1=NN=NN1C ((E)-4-methyl-N-(3-(1-methyl-1H-tetrazol-5-ylthio)-4-oxonaphthalen-1(4H)-ylidene)benzenesulfonamide), CN1N=NN=C1SC1=C/C(/C2=CC=CC=C2C1=O)=N\S(=O)(=O)C1=CC=C(C=C1)C1=CC=CC=C1 ((E)-N-(3-(1-methyl-1H-tetrazol-5-ylthio)-4-oxonaphthalen-1(4H)-ylidene)biphenyl-4-sulfonamide). RXN SMILES: [BH4-:5].[C:7]([CH3:8])([CH3:9])([CH3:10])[c:11]1[cH:12][cH:13][c:14](-[c:17]2[c:18]([C:37](=[O:38])[O:39][CH2:40][CH3:41])[n:19]([CH2:28][c:29]3[cH:30][c:31]([O:35][CH3:36])[cH:32][cH:33][cH:34]3)[c:20]3[cH:21][cH:22][c:23]([CH:26]=[CH2:27])[cH:24][c:25]23)[cH:15][cH:16]1.[CH3:1][C:2]([OH:3])=[O:4].[Na+:6].[O:42]1[CH2:43][CH2:44][CH2:45][CH2:46]1>>[OH:3][CH2:27][CH2:26][c:23]1[cH:22][cH:21][c:20]2[n:19]([CH2:28][c:29]3[cH:30][c:31]([O:35][CH3:36])[cH:32][cH:33][cH:34]3)[c:18]([C:37](=[O:38])[O:39][CH2:40][CH3:41])[c:17](-[c:14]3[cH:13][cH:12][c:11]([C:7]([CH3:8])([CH3:9])[CH3:10])[cH:16][cH:15]3)[c:25]2[cH:24]1. Yields the product CCOC(=O)c1c(-c2ccc(C(C)(C)C)cc2)c2cc(CCO)ccc2n1Cc1cccc(OC)c1. Reactants: [BH4-], C=Cc1ccc2c(c1)c(-c1ccc(C(C)(C)C)cc1)c(C(=O)OCC)n2Cc1cccc(OC)c1, CC(=O)O, [Na+], C1CCOC1.